Dataset: the Open Reaction Database (ORD), a public repository of structured organic reaction records. Task: describe an organic reaction: reactants, conditions, products, and yield Yield: 17.0%. Procedure: 1-(Cyclohexylamino)-1-(hydroxymethyl)cyclopentane (Method B4a; 1.89 g, 9.59 mmol) was reacted with SOCl2 followed by 2-methyl-4-nitrophenyl isothiocyanate in a manner analogous to Method C2a to yield 1-cyclohexyl-2-(2-methyl-4-nitrophenylimino)-3-thia-1-azaspiro[4.4]nonane (0.44 g, 17%): CI-MS m/z 374 ((M+H)+). The product is C1(CCCCC1)N1C(SCC12CCCC2)=NC2=C(C=C(C=C2)[N+](=O)[O-])C (1-cyclohexyl-2-(2-methyl-4-nitrophenylimino)-3-thia-1-azaspiro[4.4]nonane). RXN SMILES: [CH:1]1([NH:7][C:8]2([CH2:13]O)[CH2:12][CH2:11][CH2:10][CH2:9]2)[CH2:6][CH2:5][CH2:4][CH2:3][CH2:2]1.O=S(Cl)Cl.[CH3:19][C:20]1[CH:25]=[C:24]([N+:26]([O-:28])=[O:27])[CH:23]=[CH:22][C:21]=1[N:29]=[C:30]=[S:31]>>[CH:1]1([N:7]2[C:8]3([CH2:12][CH2:11][CH2:10][CH2:9]3)[CH2:13][S:31][C:30]2=[N:29][C:21]2[CH:22]=[CH:23][C:24]([N+:26]([O-:28])=[O:27])=[CH:25][C:20]=2[CH3:19])[CH2:6][CH2:5][CH2:4][CH2:3][CH2:2]1. Starting materials: C1(CCCCC1)NC1(CCCC1)CO (1-(Cyclohexylamino)-1-(hydroxymethyl)cyclopentane), O=S(Cl)Cl (SOCl2), CC1=C(C=CC(=C1)[N+](=O)[O-])N=C=S (2-methyl-4-nitrophenyl isothiocyanate). Starting materials: I.N1=CC=CC=C1 (pyridine hydroiodide), N(=[N+]=[N-])CC=1CS[C@H]2N(C1C(=O)O)C(C2N)=O (3-azidomethyl-7-amino-ceph-3-eme-4-carboxylic acid), C(=O)N (formamide), C(C1=CC=CC=C1)(C1=CC=CC=C1)(C1=CC=CC=C1)NC=1SC=C(N1)C(C(=O)O)=NOCCSC=NN (2-(2-tritylamino-4-thiazolyl)-2-(2-aminoiminomethylthioethoxyimino)-acetic acid), I.N1=CC=CC=C1 (pyridine hydroiodide), C1CN2CCN1CC2 (triethylenediamine), C1(CCCCC1)N=C=NC1CCCCC1 (dicyclohexylcarbodiimide). Product: N(=[N+]=[N-])CC=1CS[C@H]2N(C1C(=O)O)C(C2NC(C(=NOCCSC=NN)C=2N=C(SC2)NC(C2=CC=CC=C2)(C2=CC=CC=C2)C2=CC=CC=C2)=O)=O (3-azidomethyl-7-[2-(2-tritylamino-4-thiazolyl)-2-(2-aminoiminomethylthioethoxyimino)-acetamido]-ceph-3-eme-4-carboxylic acid). Reaction SMILES: [N:1]([CH2:4][C:5]1[CH2:6][S:7][C@@H:8]2[CH:15]([NH2:16])[C:14](=[O:17])[N:9]2[C:10]=1[C:11]([OH:13])=[O:12])=[N+:2]=[N-:3].C(N)=O.C1N2CCN(CC2)C1.I.N1C=CC=CC=1.[C:36]([NH:55][C:56]1[S:57][CH:58]=[C:59]([C:61](=[N:65][O:66][CH2:67][CH2:68][S:69][CH:70]=[N:71][NH2:72])[C:62](O)=[O:63])[N:60]=1)([C:49]1[CH:54]=[CH:53][CH:52]=[CH:51][CH:50]=1)([C:43]1[CH:48]=[CH:47][CH:46]=[CH:45][CH:44]=1)[C:37]1[CH:42]=[CH:41][CH:40]=[CH:39][CH:38]=1.C1(N=C=NC2CCCCC2)CCCCC1>C(Cl)(Cl)Cl.CN(C)C=O>[N:1]([CH2:4][C:5]1[CH2:6][S:7][C@@H:8]2[CH:15]([NH:16][C:62](=[O:63])[C:61]([C:59]3[N:60]=[C:56]([NH:55][C:36]([C:49]4[CH:54]=[CH:53][CH:52]=[CH:51][CH:50]=4)([C:37]4[CH:38]=[CH:39][CH:40]=[CH:41][CH:42]=4)[C:43]4[CH:48]=[CH:47][CH:46]=[CH:45][CH:44]=4)[S:57][CH:58]=3)=[N:65][O:66][CH2:67][CH2:68][S:69][CH:70]=[N:71][NH2:72])[C:14](=[O:17])[N:9]2[C:10]=1[C:11]([OH:13])=[O:12])=[N+:2]=[N-:3] |f:3.4|. Procedure details: A mixture of 255 mg of 3-azidomethyl-7-amino-ceph-3-eme-4-carboxylic acid and 3 ml of anhydrous formamide was stirred for 15 minutes and then 168 mg of triethylenediamine were added in fractions. 412 mg of pyridine hydroiodide were added to the resulting solution and after cooling the mixture to 15° C., 532 mg of 2-(2-tritylamino-4-thiazolyl)-2-(2-aminoiminomethylthioethoxyimino)-acetic acid, 207 mg of pyridine hydroiodide and 3 ml of dimethylformamide were added all at once to the mixture. 412 ... Run in C(Cl)(Cl)Cl (chloroform), CN(C=O)C (dimethylformamide). Conditions: temperature 15 celsius, time 15 minute. The yield is 45.6%. The solvent is O1CCOCC1 (Dioxan). Product: O=C1N(CC(N1)=O)C=1C=C(C#N)C=CC1 (3-(2,4-Dioxo-imidazolidin-1-yl)-benzonitrile). Reaction SMILES: [NH2:1][C:2]1[CH:3]=[C:4]([CH:7]=[CH:8][CH:9]=1)[C:5]#[N:6].Cl[CH2:11][C:12]([N:14]=[C:15]=[O:16])=[O:13].C1CCN2C(=NCCC2)CC1>O1CCOCC1>[O:16]=[C:15]1[NH:14][C:12](=[O:13])[CH2:11][N:1]1[C:2]1[CH:3]=[C:4]([CH:7]=[CH:8][CH:9]=1)[C:5]#[N:6]. Run at time 2 hour. Procedure: g of 3-Aminobenzonitril were dissolved in 60 ml Dioxan and 0.8 ml of Chloro-acetyl isocyanate added. The reaction mixture was stirred at rt for 2 h. 2.5 ml of DBU were added and the reaction mixture stirred at rt for 40 h. The product was extracted with DCM. MS(ISO): 202.2 (MH+) Starting materials: ClCC(=O)N=C=O (Chloro-acetyl isocyanate), NC=1C=C(C#N)C=CC1 (3-Aminobenzonitril), C1CCC2=NCCCN2CC1 (DBU). Reactants: BrC1=CC=C(C=C1)[C@H](CC)N1C(O[C@](CC1)(C1=CC=CC=C1)CC)=O ((R)-3-((S)-1-(4-bromophenyl)propyl)-6-ethyl-6-phenyl-1,3-oxazinan-2-one), BrC=1C=CC(N(C1)C(C)C)=O (5-bromo-1-isopropylpyridin-2(1H)-one). The product is C(C)[C@@]1(CCN(C(O1)=O)[C@@H](CC)C1=CC=C(C=C1)C1=CN(C(C=C1)=O)C(C)C)C1=CC=CC=C1 ((R)-6-ethyl-3-((S)-1-(4-(1-isopropyl-6-oxo-1,6-dihydropyridin-3-yl)phenyl)propyl)-6-phenyl-1,3-oxazinan-2-one). As a reaction SMILES: Br[C:2]1[CH:7]=[CH:6][C:5]([C@@H:8]([N:11]2[CH2:16][CH2:15][C@:14]([CH2:23][CH3:24])([C:17]3[CH:22]=[CH:21][CH:20]=[CH:19][CH:18]=3)[O:13][C:12]2=[O:25])[CH2:9][CH3:10])=[CH:4][CH:3]=1.Br[C:27]1[CH:28]=[CH:29][C:30](=[O:36])[N:31]([CH:33]([CH3:35])[CH3:34])[CH:32]=1>>[CH2:23]([C@@:14]1([C:17]2[CH:22]=[CH:21][CH:20]=[CH:19][CH:18]=2)[O:13][C:12](=[O:25])[N:11]([C@H:8]([C:5]2[CH:6]=[CH:7][C:2]([C:27]3[CH:28]=[CH:29][C:30](=[O:36])[N:31]([CH:33]([CH3:35])[CH3:34])[CH:32]=3)=[CH:3][CH:4]=2)[CH2:9][CH3:10])[CH2:16][CH2:15]1)[CH3:24]. Reported procedure: The title compound was prepared from (R)-3-((S)-1-(4-bromophenyl)propyl)-6-ethyl-6-phenyl-1,3-oxazinan-2-one following procedures analogous to those described in Example 32 Method 2 Steps 3 and 4 using 5-bromo-1-isopropylpyridin-2(1H)-one in Step 4. LC-MS Method 1 tR=1.75 min, m/z=459 (M+1); 1H NMR (CDCl3) 7.49, (1H, dd, J=2.34, 9.37 Hz), 7.42 (1H, d, J=2.34 Hz), 7.32-7.24 (5H, m), 7.13 (1H, d, J=8.20), 7.04 (1H, d, J=8.49), 6.66 (1H, d, J=9.37), 5.49 (1H, aq q, J=6.44, 9.37), 5.33 (1H, m), 2.96... Starting materials: N1=C(NC2=C1C=CC=C2)CNCCN (N-(2-benzimidazolylmethyl)ethylenediamine), C(#N)NC(SC)=NC (N-cyano-N',S-dimethylisothiourea). The product is N1=C(NC2=C1C=CC=C2)CNCCNC(=NC)NC#N (N-[2-(2-benzimidazolylmethylamino)ethyl]-N'-cyano-N"-methylguanidine). Reaction SMILES: [N:1]1[C:5]2[CH:6]=[CH:7][CH:8]=[CH:9][C:4]=2[NH:3][C:2]=1[CH2:10][NH:11][CH2:12][CH2:13][NH2:14].[C:15]([NH:17][C:18](=[N:21][CH3:22])SC)#[N:16]>>[N:1]1[C:5]2[CH:6]=[CH:7][CH:8]=[CH:9][C:4]=2[NH:3][C:2]=1[CH2:10][NH:11][CH2:12][CH2:13][NH:14][C:18]([NH:17][C:15]#[N:16])=[N:21][CH3:22]. Reported procedure: Reacting N-(2-benzimidazolylmethyl)ethylenediamine with N-cyano-N',S-dimethylisothiourea by the procedure of Example 36 gives N-[2-(2-benzimidazolylmethylamino)ethyl]-N'-cyano-N"-methylguanidine. Treating with hydrobromic acid gives the hydrobromide salt. Hydrolysis of this compound by the procedure of Example 3(e) gives N-[2-(2-benzimidazolylmethylamino)-ethyl]-N'-methylguanidine trihydrochloride. Reactants: Brc1ccc(Oc2cccc(C=C3CCNCC3)c2)nc1, CC#N, CCN(C(C)C)C(C)C, O=C(O)C(F)(F)F, O=C(Nc1cccnc1)Oc1ccccc1. Product: O=C(Nc1cccnc1)N1CCC(=Cc2cccc(Oc3ccc(Br)cn3)c2)CC1. RXN SMILES: [Br:8][c:9]1[cH:10][cH:11][c:12]([O:15][c:16]2[cH:17][c:18]([CH:22]=[C:23]3[CH2:24][CH2:25][NH:26][CH2:27][CH2:28]3)[cH:19][cH:20][cH:21]2)[n:13][cH:14]1.[CH3:54][C:55]#[N:56].[CH:45]([N:46]([CH:47]([CH3:48])[CH3:49])[CH2:50][CH3:51])([CH3:52])[CH3:53].[F:1][C:2]([F:3])([F:4])[C:5]([OH:6])=[O:7].[n:29]1[cH:30][c:31]([NH:35][C:36]([O:37][c:39]2[cH:40][cH:41][cH:42][cH:43][cH:44]2)=[O:38])[cH:32][cH:33][cH:34]1>>[Br:8][c:9]1[cH:10][cH:11][c:12]([O:15][c:16]2[cH:17][c:18]([CH:22]=[C:23]3[CH2:24][CH2:25][N:26]([C:36]([NH:35][c:31]4[cH:30][n:29][cH:34][cH:33][cH:32]4)=[O:37])[CH2:27][CH2:28]3)[cH:19][cH:20][cH:21]2)[n:13][cH:14]1.